From a dataset of the Open Reaction Database (ORD), a public repository of structured organic reaction records. describe an organic reaction: reactants, conditions, products, and yield Starting materials: CC(C)C1C(=O)OC(=O)N1c1ccc(C(F)(F)F)cc1, OCc1ccc(F)c(Oc2ccccc2)c1. Product: CC(C)C(Nc1ccc(C(F)(F)F)cc1)C(=O)O. Reaction SMILES: [F:1][C:2]([c:3]1[cH:4][cH:5][c:6]([N:9]2[C:10](=[O:18])[O:11][C:12](=[O:17])[CH:13]2[CH:14]([CH3:15])[CH3:16])[cH:7][cH:8]1)([F:19])[F:20].[F:21][c:22]1[cH:23][cH:24][c:25]([CH2:26][OH:27])[cH:28][c:29]1[O:30][c:31]1[cH:32][cH:33][cH:34][cH:35][cH:36]1>>[F:1][C:2]([c:3]1[cH:4][cH:5][c:6]([NH:9][CH:13]([C:12](=[O:11])[OH:17])[CH:14]([CH3:15])[CH3:16])[cH:7][cH:8]1)([F:19])[F:20]. The product is OC=1C(=C(C=CC1)CCC(=O)O)OC (3-(3-hydroxy-2-methoxyphenyl)propanoic acid). Isolated yield 71.4%. Run at temperature 90 celsius, time 15 hour. Procedure: To a solution of 5-(3-hydroxy-2-methoxybenzyl)-2,2-dimethyl-1,3-dioxane-4,6-dione (100 mg) in DMF (10 mL) was added water (1.0 mL), and the mixture was stirred at 90° C. for 15 hr. The reaction mixture was cooled to room temperature, and ethyl acetate was added. The mixture was washed with 1N hydrochloric acid and saturated brine, and dried over anhydrous sodium sulfate. The solvent was evaporated under reduced pressure to give the title compound (50 mg) as a yellow oil. This compound was used f... RXN SMILES: [OH:1][C:2]1[C:3]([O:19][CH3:20])=[C:4]([CH:16]=[CH:17][CH:18]=1)[CH2:5][CH:6]1C(=O)OC(C)(C)[O:8][C:7]1=[O:15].O.C(OCC)(=O)C>CN(C=O)C>[OH:1][C:2]1[C:3]([O:19][CH3:20])=[C:4]([CH2:5][CH2:6][C:7]([OH:15])=[O:8])[CH:16]=[CH:17][CH:18]=1. Starting materials: OC=1C(=C(CC2C(OC(OC2=O)(C)C)=O)C=CC1)OC (5-(3-hydroxy-2-methoxybenzyl)-2,2-dimethyl-1,3-dioxane-4,6-dione), O (water), C(C)(=O)OCC (ethyl acetate). Solvent: CN(C)C=O (DMF).